This data is from the Open Reaction Database (ORD), a public repository of structured organic reaction records. The task is: describe an organic reaction: reactants, conditions, products, and yield Starting materials: S(O)(O)(=O)=O (sulphuric acid), COCOC=1C(=C(C=CC1)B(O)O)C (3-methoxymethoxy-2-methylbenzene-1-boronic acid), BrC1=C(C=C(C(=O)OC)C=C1)C (methyl 4-bromo-3-methylbenzoate), C([O-])([O-])=O.[K+].[K+] (potassium carbonate). The reagents and catalysts are C=1C=CC(=CC1)[P](C=2C=CC=CC2)(C=3C=CC=CC3)[Pd]([P](C=4C=CC=CC4)(C=5C=CC=CC5)C=6C=CC=CC6)([P](C=7C=CC=CC7)(C=8C=CC=CC8)C=9C=CC=CC9)[P](C=1C=CC=CC1)(C=1C=CC=CC1)C=1C=CC=CC1 (tetrakis(triphenylphosphine)palladium). The solvent is C(C)OCC.O (ethyl ether water), COCCOC (ethylene glycol dimethyl ether), CO (methanol). Conditions: temperature 80 celsius, time 24 hour. Yields the product OC=1C(=C(C=CC1)C1=C(C=C(C=C1)C(=O)OC)C)C (Methyl 3′-hydroxy-2,2′-dimethylbiphenyl-4-carboxylate). Reaction SMILES: COC[O:4][C:5]1[C:6]([CH3:14])=[C:7](B(O)O)[CH:8]=[CH:9][CH:10]=1.Br[C:16]1[CH:25]=[CH:24][C:19]([C:20]([O:22][CH3:23])=[O:21])=[CH:18][C:17]=1[CH3:26].C(=O)([O-])[O-].[K+].[K+].S(=O)(=O)(O)O>COCCOC.CO.C1C=CC([P]([Pd]([P](C2C=CC=CC=2)(C2C=CC=CC=2)C2C=CC=CC=2)([P](C2C=CC=CC=2)(C2C=CC=CC=2)C2C=CC=CC=2)[P](C2C=CC=CC=2)(C2C=CC=CC=2)C2C=CC=CC=2)(C2C=CC=CC=2)C2C=CC=CC=2)=CC=1.C(OCC)C.O>[OH:4][C:5]1[C:6]([CH3:14])=[C:7]([C:16]2[CH:25]=[CH:24][C:19]([C:20]([O:22][CH3:23])=[O:21])=[CH:18][C:17]=2[CH3:26])[CH:8]=[CH:9][CH:10]=1 |f:2.3.4,9.10,^1:49,51,70,89|. Reported procedure: 1.03 g (5.2 mmol) of 3-methoxymethoxy-2-methylbenzene-1-boronic acid, 1 g (4.4 mmol) of methyl 4-bromo-3-methylbenzoate and 4.4 mL of 2.0M potassium carbonate solution are dissolved in 20 mL of ethylene glycol dimethyl ether. The mixture is degassed using a stream of nitrogen for 10 minutes, and 250 mg (0.22 mmol) of tetrakis(triphenylphosphine)palladium are then added and the medium is stirred for 24 hours at 80° C. After cooling and the usual treatment, the residue obtained is dissolved in 30 ... The reactants are CN1CCOCC1, Cc1cc(C(=O)O)c2c(c1)N(C)C(=O)CO2, ClC(Cl)Cl, [Cl-], NC1CN2CCC1CC2. Yields the product Cl, Cc1cc(C(=O)NC2CN3CCC2CC3)c2c(c1)N(C)C(=O)CO2. As a reaction SMILES: [CH3:10][N:11]1[CH2:12][CH2:13][O:14][CH2:15][CH2:16]1.[CH3:18][N:19]1[C:20](=[O:33])[CH2:21][O:22][c:23]2[c:24]1[cH:25][c:26]([CH3:32])[cH:27][c:28]2[C:29](=[O:30])[OH:31].[CH:34]([Cl:35])([Cl:36])[Cl:37].[Cl-:17].[NH2:1][CH:2]1[CH2:3][N:4]2[CH2:5][CH2:6][CH:7]1[CH2:8][CH2:9]2>>[ClH:17].[NH:1]([CH:2]1[CH2:3][N:4]2[CH2:5][CH2:6][CH:7]1[CH2:8][CH2:9]2)[C:29]([c:28]1[c:23]2[c:24]([cH:25][c:26]([CH3:32])[cH:27]1)[N:19]([CH3:18])[C:20](=[O:33])[CH2:21][O:22]2)=[O:30]. Starting materials: OCC1CN(Cc2ccccc2)CCN1Cc1ccccc1, CCN(CC)S(F)(F)F, ClCCl. Product: FCC1CN(Cc2ccccc2)CCN1Cc1ccccc1. RXN SMILES: [CH2:1]([c:2]1[cH:3][cH:4][cH:5][cH:6][cH:7]1)[N:8]1[CH:9]([CH2:21][OH:22])[CH2:10][N:11]([CH2:14][c:15]2[cH:16][cH:17][cH:18][cH:19][cH:20]2)[CH2:12][CH2:13]1.[CH2:23]([N:24]([S:25]([F:26])([F:27])[F:29])[CH2:28][CH3:30])[CH3:31].[Cl:32][CH2:33][Cl:34]>>[CH2:1]([c:2]1[cH:3][cH:4][cH:5][cH:6][cH:7]1)[N:8]1[CH:9]([CH2:21][F:29])[CH2:10][N:11]([CH2:14][c:15]2[cH:16][cH:17][cH:18][cH:19][cH:20]2)[CH2:12][CH2:13]1. Reactants: FC1(CN(C1)C=1C(=CC(=NC1)C(=O)O)OCC(F)(F)F)F (5-(3,3-difluoroazetidin-1-yl)-4-(2,2,2-trifluoroethoxy)pyridine-2-carboxylic acid), NC1(CS(C1)(=O)=O)CC(=O)N (2-(3-amino-1,1-dioxo-thietan-3-yl)acetamide). Yields the product NC(CC1(CS(C1)(=O)=O)NC(=O)C1=NC=C(C(=C1)OCC(F)(F)F)N1CC(C1)(F)F)=O (N-[3-(2-amino-2-oxoethyl)-1,1-dioxothietan-3-yl]-5-(3,3-difluoroazetidin-1-yl)-4-(2,2,2-trifluoroethoxy)pyridine-2-carboxamide). As a reaction SMILES: [F:1][C:2]1([F:21])[CH2:5][N:4]([C:6]2[C:7]([O:15][CH2:16][C:17]([F:20])([F:19])[F:18])=[CH:8][C:9]([C:12](O)=[O:13])=[N:10][CH:11]=2)[CH2:3]1.[NH2:22][C:23]1([CH2:29][C:30]([NH2:32])=[O:31])[CH2:26][S:25](=[O:28])(=[O:27])[CH2:24]1>>[NH2:32][C:30](=[O:31])[CH2:29][C:23]1([NH:22][C:12]([C:9]2[CH:8]=[C:7]([O:15][CH2:16][C:17]([F:20])([F:19])[F:18])[C:6]([N:4]3[CH2:5][C:2]([F:21])([F:1])[CH2:3]3)=[CH:11][N:10]=2)=[O:13])[CH2:24][S:25](=[O:27])(=[O:28])[CH2:26]1. Procedure: The title compound was synthesized in analogy to Example 112e, using 5-(3,3-difluoroazetidin-1-yl)-4-(2,2,2-trifluoroethoxy)pyridine-2-carboxylic acid (example 223b) and 2-(3-amino-1,1-dioxo-thietan-3-yl)acetamide (example 160d) as starting materials and isolated (20 mg, 27%); MS (ESI, m/z): 473.3 (M+H+).